From a dataset of the Open Reaction Database (ORD), a public repository of structured organic reaction records. describe an organic reaction: reactants, conditions, products, and yield Reactants: Cc1cc(N)n[nH]1, CCN(C(C)C)C(C)C, O=C(c1ccc(F)cc1)c1nc(Cl)c2ccc(F)cc2n1, CN(C)C=O, O. Product: Cc1cc(Nc2nc(C(=O)c3ccc(F)cc3)nc3cc(F)ccc23)n[nH]1. Reaction SMILES: [CH3:22][c:23]1[cH:24][c:25]([NH2:28])[n:26][nH:27]1.[CH:29]([N:30]([CH2:31][CH3:32])[CH:33]([CH3:34])[CH3:35])([CH3:36])[CH3:37].[Cl:1][c:2]1[n:3][c:4]([C:13](=[O:14])[c:15]2[cH:16][cH:17][c:18]([F:21])[cH:19][cH:20]2)[n:5][c:6]2[cH:7][c:8]([F:12])[cH:9][cH:10][c:11]12.[O:39]=[CH:40][N:41]([CH3:42])[CH3:43].[OH2:38]>>[c:2]1([NH:28][c:25]2[cH:24][c:23]([CH3:22])[nH:27][n:26]2)[n:3][c:4]([C:13](=[O:14])[c:15]2[cH:16][cH:17][c:18]([F:21])[cH:19][cH:20]2)[n:5][c:6]2[cH:7][c:8]([F:12])[cH:9][cH:10][c:11]12. Starting materials: Cc1cccc(Br)c1, O=C(Cl)C1CC1, [Cd+2], [Cl-], [Cl-], Cl, [Mg]. Yields the product Cc1cccc(C(=O)C2CC2)c1. Reaction SMILES: [Br:1][c:2]1[cH:3][c:4]([CH3:8])[cH:5][cH:6][cH:7]1.[CH:10]1([C:13](=[O:14])[Cl:15])[CH2:11][CH2:12]1.[Cd+2:18].[Cl-:17].[Cl-:19].[ClH:16].[Mg:9]>>[c:2]1([C:13]([CH:10]2[CH2:11][CH2:12]2)=[O:14])[cH:3][c:4]([CH3:8])[cH:5][cH:6][cH:7]1.